Dataset: the Open Reaction Database (ORD), a public repository of structured organic reaction records. Task: describe an organic reaction: reactants, conditions, products, and yield Reactants: Cl.CN1C=CC2=C(C=CC=C12)C1(CNCCC1)O (3-[1-methyl-1H-indol-4-yl]-3-piperidinol hydrochloride), [OH-].[Na+] (sodium hydroxide). Run in Cl (hydrochloric acid). Yields the product CN1C=CC2=C(C=CC=C12)C=1CNCCC1 (1-methyl-4-(1,2,5,6-tetrahydropyridin-3-yl)-1H-indole). Yield: 62.8%. Reaction SMILES: Cl.[CH3:2][N:3]1[C:11]2[C:6](=[C:7]([C:12]3(O)[CH2:17][CH2:16][CH2:15][NH:14][CH2:13]3)[CH:8]=[CH:9][CH:10]=2)[CH:5]=[CH:4]1.[OH-].[Na+]>Cl>[CH3:2][N:3]1[C:11]2[C:6](=[C:7]([C:12]3[CH2:13][NH:14][CH2:15][CH2:16][CH:17]=3)[CH:8]=[CH:9][CH:10]=2)[CH:5]=[CH:4]1 |f:0.1,2.3|. Procedure details: A solution of 12 g of the product of Example 19 in 360 ml of 1 N hydrochloric acid was refluxed for 4 hours and was cooled in an ice bath while adding sodium hydroxide solution until the pH was alkaline. The mixture was extracted with methylene chloride and the organic phase was washed with aqueous sodium chloride solution, dried over magnesium sulfate and distilled to dryness under reduced pressure. The residue was chromatographed over silica gel and was eluted with a 6-3-1 chloroform-acetone-t... Reaction SMILES: Br[C:2]1[N:6]([CH2:7][CH2:8][CH3:9])[CH:5]=[N:4][C:3]=1[C:10]1[CH:15]=[C:14]([C:16]#[N:17])[CH:13]=[CH:12][N:11]=1.[Cl:18][C:19]1[CH:24]=[CH:23][C:22](B(O)O)=[CH:21][C:20]=1[F:28]>>[Cl:18][C:19]1[CH:24]=[CH:23][C:22]([C:2]2[N:6]([CH2:7][CH2:8][CH3:9])[CH:5]=[N:4][C:3]=2[C:10]2[CH:15]=[C:14]([C:16]#[N:17])[CH:13]=[CH:12][N:11]=2)=[CH:21][C:20]=1[F:28]. The reactants are BrC1=C(N=CN1CCC)C1=NC=CC(=C1)C#N (2-(5-bromo-1-propyl-1H-imidazol-4-yl)pyridine-4-carbonitrile), ClC1=C(C=C(C=C1)B(O)O)F (4-chloro3-fluorophenylboronic acid). Product: ClC1=C(C=C(C=C1)C1=C(N=CN1CCC)C1=NC=CC(=C1)C#N)F (2-[5-(4-chloro-3-fluorophenyl)-1-propyl-1H-imidazol-4-yl]pyridine-4-carbonitrile). Procedure: The title compound was prepared from 2-(5-bromo-1-propyl-1H-imidazol-4-yl)pyridine-4-carbonitrile and 4-chloro3-fluorophenylboronic acid according to the procedure for the preparation of Example 3, part A. [M+H] Calc'd for C18H14ClFN4, 342. Found, 341, 343. Reactants: CCO, Cc1cc2ccccc2nc1Cl, [NH4+], [OH-], O, c1nc[nH]n1. Yields the product Cc1cc2ccccc2nc1-n1cncn1. As a reaction SMILES: [CH3:21][CH2:22][OH:23].[Cl:1][c:2]1[n:3][c:4]2[cH:5][cH:6][cH:7][cH:8][c:9]2[cH:10][c:11]1[CH3:12].[NH4+:19].[OH-:20].[OH2:18].[nH:13]1[n:14][cH:15][n:16][cH:17]1>>[c:2]1(-[n:13]2[n:14][cH:15][n:16][cH:17]2)[n:3][c:4]2[cH:5][cH:6][cH:7][cH:8][c:9]2[cH:10][c:11]1[CH3:12]. Reactants: C1CC2=NC1=CC3=CC=C(N3)C=C4CCC(=N4)C=C5C=CC(=C2)N5 (Bacteriochlorin), C1CC2=NC1=CC3=CC=C(N3)C=C4CCC(=N4)C=C5C=CC(=C2)N5 (Bacteriochlorin), Br (HBr), IC=1C=C(CO)C=CC1 (3-iodobenzyl alcohol), C(=O)([O-])[O-].[K+].[K+] (K2CO3). Product: C1CC2=NC1=CC3=CC=C(N3)C=C4C=CC(=N4)C=C5C=CC(=C2)N5 (Chlorin). RXN SMILES: [CH2:1]1[C:5]2=[CH:6][C:7]3[NH:11][C:10]([CH:12]=[C:13]4[N:17]=[C:16]([CH:18]=[C:19]5[NH:24][C:22](=[CH:23][C:3](=[N:4]2)[CH2:2]1)[CH:21]=[CH:20]5)[CH2:15][CH2:14]4)=[CH:9][CH:8]=3.Br.IC1C=C(C=CC=1)CO.C([O-])([O-])=O.[K+].[K+]>>[CH2:9]1[C:10]2=[CH:12][C:13]3[NH:17][C:16]([CH:18]=[C:19]4[N:24]=[C:22]([CH:23]=[C:3]5[NH:4][C:5](=[CH:6][C:7](=[N:11]2)[CH2:8]1)[CH:1]=[CH:2]5)[CH:21]=[CH:20]4)=[CH:15][CH:14]=3 |f:3.4.5|. Reported procedure: Bacteriohlorin 25: Following the procedure described for the synthesis of 16, treatment of 15 (50.0 mg, 0.0879 mmol, 1.0 equiv) with HBr gas, 3-iodobenzyl alcohol (0.1 mL), and K2CO3 (50.0 mg) resulted in the desired product. Purification was done by flash column chromatography (silica gel, 50% ethyl acetate in hexane). Yield: 42.8 mg, 62%. 1H NMR (400 MHz, CDCl3) δ: 8.52 (d, J=2.4 Hz, 1H, 10-H), 8.23 (s, 1H, 5-H), 8.05 (s, 1H, 20-H), 7.73 (d, J=21.6 Hz, 1H, Ph-H), 7.62 (d, J=7.6 Hz, 1H, Ph-H), ... Solvent: O1CCCC1 (tetrahydrofuran), O1CCCC1 (tetrahydrofuran). Reported procedure: To a suspension of potassium tert-butoxide (24.9 g, 222 mmole) in 600 ml of dry tetrahydrofuran is added 200 ml of dry tert-butylalcohol at -20° C. under nitrogen. To this solution is then added, via addition funnel, 7-phenyl-5H-pyrimido[5,4-d][2]-benzazepine (25 g) in 260 ml of tetrahydrofuran. The resulting solution is stirred for about 2 hours at -20° C. and treated with 17.4 ml (130 mmole) of isoamyl nitrite. The reaction mixture is warmed to 0° C. over approximately 15 minutes and quenched ... Conditions: temperature -20 celsius, time 2 hour. Yields the product N(O)=C1N=C(C2=C(C3=C1C=NC=N3)C=CC=C2)C2=CC=CC=C2 (5-oximino-7phenyl-5H-pyrimido[5,4-d]-[2]benzazepine). As a reaction SMILES: CC(C)([O-])C.[K+].C(O)(C)(C)C.[C:12]1([C:18]2[C:24]3[CH:25]=[CH:26][CH:27]=[CH:28][C:23]=3[C:22]3[N:29]=[CH:30][N:31]=[CH:32][C:21]=3[CH2:20][N:19]=2)[CH:17]=[CH:16][CH:15]=[CH:14][CH:13]=1.[N:33](OCCC(C)C)=[O:34]>O1CCCC1>[N:33](=[C:20]1[C:21]2[CH:32]=[N:31][CH:30]=[N:29][C:22]=2[C:23]2[CH:28]=[CH:27][CH:26]=[CH:25][C:24]=2[C:18]([C:12]2[CH:13]=[CH:14][CH:15]=[CH:16][CH:17]=2)=[N:19]1)[OH:34] |f:0.1|. Reactants: C(C)(C)(C)O (tert-butylalcohol), N(=O)OCCC(C)C (isoamyl nitrite), CC(C)([O-])C.[K+] (potassium tert-butoxide), C1(=CC=CC=C1)C1=NCC2=C(C3=C1C=CC=C3)N=CN=C2 (7-phenyl-5H-pyrimido[5,4-d][2]-benzazepine). The reactants are CCCCCCC1C(OC1=O)CC(CC=CCC=CCCCCC)OC(=O)C(CC(=O)N)NC(=O)C (esterastin), CCCCCCC1C(OC1=O)CC(CC=CCC=CCCCCC)OC(=O)C(CC(=O)N)NC(=O)C (esterastin), [H][H] (hydrogen), lower alkanol, CO (methanol). The reagents and catalysts are [Pt]=O (platinum oxide), [Pd] (palladium). The solvent is C(C)O (ethanol). Reaction conditions: time 8 hour. Yields the product CCCCCCCCCCC[C@H](C[C@H]1[C@@H](C(=O)O1)CCCCCC)OC(=O)[C@H](CC(=O)N)NC(=O)C (tetrahydroesterastin). As a reaction SMILES: [CH3:1][CH2:2][CH2:3][CH2:4][CH2:5][CH2:6][CH:7]1[C:10](=[O:11])[O:9][CH:8]1[CH2:12][CH:13]([O:25][C:26]([CH:28]([NH:33][C:34]([CH3:36])=[O:35])[CH2:29][C:30]([NH2:32])=[O:31])=[O:27])[CH2:14][CH:15]=[CH:16][CH2:17][CH:18]=[CH:19][CH2:20][CH2:21][CH2:22][CH2:23][CH3:24].CO.[H][H]>[Pt]=O.[Pd].C(O)C>[CH3:24][CH2:23][CH2:22][CH2:21][CH2:20][CH2:19][CH2:18][CH2:17][CH2:16][CH2:15][CH2:14][C@@H:13]([O:25][C:26]([C@@H:28]([NH:33][C:34]([CH3:36])=[O:35])[CH2:29][C:30]([NH2:32])=[O:31])=[O:27])[CH2:12][C@@H:8]1[O:9][C:10](=[O:11])[C@H:7]1[CH2:6][CH2:5][CH2:4][CH2:3][CH2:2][CH3:1]. Procedure details: In this process of the second aspect of the invention, the starting esterastin may be dissolved in an organic solvent such as a lower alkanol, for example, methanol or ethanol which is inert to the reaction involved. To this solution is added an amount of a known hydrogenation catalyst such as platinum oxide or palladium metal. The amount of the catalyst may be 2~20% by weight of the starting esterastin. The reduction may carried out in a stream of hydrogen gas or in Parr-apparatus at ambient te...